From a dataset of the Open Reaction Database (ORD), a public repository of structured organic reaction records. describe an organic reaction: reactants, conditions, products, and yield Starting materials: CN(C1=CC=CC=C1)C(=O)C=1C(=NSC1[Si](C)(C)C)CC1=NC(=CC(=N1)OC)OC (N-methyl 3-(4,6-dimethoxy-2-pyrimidinylmethyl)-5-trimethylsilyl-4-isothiazolecarboxanilide), C(C)(=O)O (acetic acid), C(Cl)Cl (methylene dichloride). The reagents and catalysts are C(C)(=O)[O-].C(C)(=O)[O-].C(C)(=O)[O-].[Mn+3] (manganese (III) triacetate). Run in C1(=CC=CC=C1)C (toluene). Conditions: time 48 hour. Product: CN(C1=CC=CC=C1)C(=O)C=1C(=NSC1)CC1=NC(=CC(=N1)OC)OC (N-methyl 3-(4,6-dimethoxy-2-pyrimidinylmethyl)-4-isothiazolecarboxanilide). Reaction SMILES: [CH3:1][N:2]([C:9]([C:11]1[C:12]([CH2:20][C:21]2[N:26]=[C:25]([O:27][CH3:28])[CH:24]=[C:23]([O:29][CH3:30])[N:22]=2)=[N:13][S:14][C:15]=1[Si](C)(C)C)=[O:10])[C:3]1[CH:8]=[CH:7][CH:6]=[CH:5][CH:4]=1.C(O)(=O)C.C(Cl)Cl>C1(C)C=CC=CC=1.C([O-])(=O)C.C([O-])(=O)C.C([O-])(=O)C.[Mn+3]>[CH3:1][N:2]([C:9]([C:11]1[C:12]([CH2:20][C:21]2[N:26]=[C:25]([O:27][CH3:28])[CH:24]=[C:23]([O:29][CH3:30])[N:22]=2)=[N:13][S:14][CH:15]=1)=[O:10])[C:3]1[CH:4]=[CH:5][CH:6]=[CH:7][CH:8]=1 |f:4.5.6.7|. Procedure details: A mixture of 2.0 g of N-methyl 3-(4,6-dimethoxy-2-pyrimidinylmethyl)-5-trimethylsilyl-4-isothiazolecarboxanilide, 1.5 g of manganese (III) triacetate, 20 ml of acetic acid and 30 ml of methylene dichloride is stirred at RT for 48 hours. The resulting suspension is suction filtered through filter aid and the filter cake washed with water and methylene dichloride. The organic layer is separated, dried and concentrated. The concentrate is flash chromatographed through 300 ml silica gel, 230-400 mes... The reactants are C(C)OCC (diethyl ether), CS(=O)(=O)O (methanesulfonic acid), resultant solution, C(O)(O)=O.C(C)OC(=O)C1CCN(CC1)C(=O)N.N(C(=N)N)C1=CC=C(C(=O)NC(CC2=CC(=CC=C2)OC2=CC=CC=C2)C(=O)O)C=C1 (N-(4-guanidinobenzoyl)-3-phenoxy-DL-phenylalanine 4-ethoxycarbonylpiperidinoamide carbonate). Solvent: CO (methanol). Reaction conditions: time 30 minute. The product is CS(=O)(=O)O.C(C)OC(=O)C1CCN(CC1)C(=O)N.N(C(=N)N)C1=CC=C(C(=O)NC(CC2=CC(=CC=C2)OC2=CC=CC=C2)C(=O)O)C=C1 (N-(4-guanidinobenzoyl)-3-phenoxy-DL-phenylalanine 4-ethoxycarbonylpiperidinoamide methane sulfonate). Isolated yield 98.2%. Reaction SMILES: C(=O)(O)O.[CH2:5]([O:7][C:8]([CH:10]1[CH2:15][CH2:14][N:13]([C:16]([NH2:18])=[O:17])[CH2:12][CH2:11]1)=[O:9])[CH3:6].[NH:19]([C:23]1[CH:49]=[CH:48][C:26]([C:27]([NH:29][CH:30]([C:45]([OH:47])=[O:46])[CH2:31][C:32]2[CH:37]=[CH:36][CH:35]=[C:34]([O:38][C:39]3[CH:44]=[CH:43][CH:42]=[CH:41][CH:40]=3)[CH:33]=2)=[O:28])=[CH:25][CH:24]=1)[C:20]([NH2:22])=[NH:21].[CH3:50][S:51]([OH:54])(=[O:53])=[O:52].C(OCC)C>CO>[CH3:50][S:51]([OH:54])(=[O:53])=[O:52].[CH2:5]([O:7][C:8]([CH:10]1[CH2:15][CH2:14][N:13]([C:16]([NH2:18])=[O:17])[CH2:12][CH2:11]1)=[O:9])[CH3:6].[NH:19]([C:23]1[CH:24]=[CH:25][C:26]([C:27]([NH:29][CH:30]([C:45]([OH:47])=[O:46])[CH2:31][C:32]2[CH:37]=[CH:36][CH:35]=[C:34]([O:38][C:39]3[CH:40]=[CH:41][CH:42]=[CH:43][CH:44]=3)[CH:33]=2)=[O:28])=[CH:48][CH:49]=1)[C:20]([NH2:22])=[NH:21] |f:0.1.2,6.7.8|. Reported procedure: The compound (II) (0.7 g) and 4-guanidinobenzoic acid (0.36 g) were dissolved in dry pyridine (20 ml) and the above-mentioned condensation agent was then added, followed by allowing to stand at room temperature for 24 hours. After the reaction, the solvent was distilled off and the residue was washed several times with a saturated aqueous sodium bicarbonate solution. Thus, N-(4-guanidinobenzoyl)-3-phenoxy-DL-phenylalanine 4-ethoxycarbonylpiperidinoamide carbonate (III) (0.65 g) was obtained in t... Reactants: Cc1ccc(S(=O)(=O)N2C(F)C(=O)Nc3ccc([N+](=O)[O-])cc3C2c2ccccc2)cc1, CN(C)C=O, Cc1ccc(S(=O)(=O)N2CC(=O)Nc3ccc([N+](=O)[O-])cc3C2c2ccccc2)cc1. Product: O=C1Nc2ccc([N+](=O)[O-])cc2C(c2ccccc2)=NC1F. RXN SMILES: [F:1][CH:2]1[C:3](=[O:32])[NH:4][c:5]2[c:6]([cH:25][c:26]([N+:29](=[O:30])[O-:31])[cH:27][cH:28]2)[CH:7]([c:19]2[cH:20][cH:21][cH:22][cH:23][cH:24]2)[N:8]1[S:9]([c:10]1[cH:11][cH:12][c:13]([CH3:14])[cH:15][cH:16]1)(=[O:17])=[O:18].[O:64]=[CH:65][N:66]([CH3:67])[CH3:68].[c:33]1([CH3:34])[cH:35][cH:36][c:37]([S:38]([N:39]2[CH:40]([c:41]3[cH:42][cH:43][cH:44][cH:45][cH:46]3)[c:47]3[cH:48][c:49]([N+:50]([O-:51])=[O:52])[cH:53][cH:54][c:55]3[NH:56][C:57](=[O:58])[CH2:59]2)(=[O:60])=[O:61])[cH:62][cH:63]1>>[F:1][CH:2]1[C:3](=[O:32])[NH:4][c:5]2[c:6]([cH:25][c:26]([N+:29](=[O:30])[O-:31])[cH:27][cH:28]2)[C:7]([c:19]2[cH:20][cH:21][cH:22][cH:23][cH:24]2)=[N:8]1. Starting materials: CC1=C(NC2=C1C(N(CCC2)CCN2CCOCC2)=O)C=O (3-methyl-5-(2-morpholin-4-yl-ethyl)-4-oxo-1,4,5,6,7,8-hexahydro-pyrrolo[3,2-c]azepine-2-carbaldehyde), ClC=1C=C2CC(NC2=CC1)=O (5-chloro-1,3-dihydro-indol-2-one), N1CCCCC1 (piperidine). Solvent: C(C)O (ethanol). Product: ClC=1C=C2/C(/C(NC2=CC1)=O)=C/C1=C(C=2C(N(CCCC2N1)CCN1CCOCC1)=O)C ((Z)-2-(5-chloro-2-oxo-1,2-dihydro-indol-3-ylidenemethyl)-3-methyl-5-(2-morpholin-4-yl-ethyl)-5,6,7,8-tetrahydro-1H-pyrrolo[3,2-c]azepin-4-one). Isolated yield 37897.4%. Reaction SMILES: [CH3:1][C:2]1[C:6]2[C:7](=[O:20])[N:8]([CH2:12][CH2:13][N:14]3[CH2:19][CH2:18][O:17][CH2:16][CH2:15]3)[CH2:9][CH2:10][CH2:11][C:5]=2[NH:4][C:3]=1[CH:21]=O.[Cl:23][C:24]1[CH:25]=[C:26]2[C:30](=[CH:31][CH:32]=1)[NH:29][C:28](=[O:33])[CH2:27]2.N1CCCCC1>C(O)C>[Cl:23][C:24]1[CH:25]=[C:26]2[C:30](=[CH:31][CH:32]=1)[NH:29][C:28](=[O:33])/[C:27]/2=[CH:21]\[C:3]1[NH:4][C:5]2[CH2:11][CH2:10][CH2:9][N:8]([CH2:12][CH2:13][N:14]3[CH2:15][CH2:16][O:17][CH2:18][CH2:19]3)[C:7](=[O:20])[C:6]=2[C:2]=1[CH3:1]. Reported procedure: 3-Methyl-5-(2-morpholin-4-yl-ethyl)-4-oxo-1,4,5,6,7,8-hexahydro-pyrrolo[3,2-c]azepine-2-carbaldehyde 10c (53 mg, 0.174 mmol) and 5-chloro-1,3-dihydro-indol-2-one (29 g, 0.84 mmol) was dissolved in 0.9 ml of ethanol under stirring, and added with piperidine (0.1 ml, 1.0 mmol) to the solution at room temperature. The mixture was heated to reflux for 2 hours in an oil bath and lots of precipitates were formed. Then the ice-salt bath was removed, and the reaction mixture was naturally cooled down to... Starting materials: N1C=CC2=CC=C(C=C12)C(=O)O (indole-6-carboxylic acid), Cl.CNOC (N,O-dimethylhydroxylamine hydrochloride), CN(CCCN=C=NCC)C (1-(3-dimethylaminopropyl)-3-ethylcarbodiimide), N1=CC=CC=C1 (pyridine). Solvent: O1CCCC1 (tetrahydrofuran). Reaction conditions: time 40 hour. Product: CON(C(=O)C1=CC=C2C=CNC2=C1)C (N-Methoxy-N-methylindole-6-carboxamide). Isolated yield 107.3%. RXN SMILES: [NH:1]1[C:9]2[C:4](=[CH:5][CH:6]=[C:7]([C:10]([OH:12])=O)[CH:8]=2)[CH:3]=[CH:2]1.Cl.[CH3:14][NH:15][O:16][CH3:17].CN(C)CCCN=C=NCC.N1C=CC=CC=1>O1CCCC1>[CH3:17][O:16][N:15]([CH3:14])[C:10]([C:7]1[CH:8]=[C:9]2[C:4]([CH:3]=[CH:2][NH:1]2)=[CH:5][CH:6]=1)=[O:12] |f:1.2|. Procedure details: In a round-bottomed flask, 5.0 g of indole-6-carboxylic acid, 3.3 g of N,O-dimethylhydroxylamine hydrochloride, 11.9 g of 1-(3-dimethylaminopropyl)-3-ethylcarbodiimide and 10 ml of pyridine are placed in 150 ml of tetrahydrofuran. The mixture is stirred at ambient temperature for 40 h. The mixture is concentrated, and the residue is taken up in 150 ml of ethyl acetate and 50 ml of water. The organic phase is washed with 50 ml of a 1N solution of sodium hydroxide and 50 ml of a saturated solution... Starting materials: C12(CC3CC(CC(C1)C3)C2)OCC2=C(N=C(N2)C2=C(C=CC=C2)Cl)C(=O)O (5-(adamantan-1-yloxymethyl)-2-(2-chloro-phenyl)-1H-imidazole-4-carboxylic acid), COC(C1=CC(=CC=C1)N)=O (3-amino-benzoic acid methyl ester), benzyl ester, ClC1=C(C=O)C=CC=C1 (2-chloro-benzaldehyde), C1(CCCCC1)C=O (cyclohexanecarboxaldehyde). Product: C(C1=CC=CC=C1)OC(=O)C=1N=C(NC1COC12CC3CC(CC(C1)C3)C2)C2=C(C=CC=C2)Cl (5-(Adamantan-1-yloxymethyl)-2-(2-chloro-phenyl)-1H-imidazole-4-carboxylic acid benzyl ester), COC(C1=CC(=CC=C1)NC(=O)C=1N=C(NC1COC12CC3CC(CC(C1)C3)C2)C2=C(C=CC=C2)Cl)=O (3-{[5-(adamantan-1-yloxymethyl)-2-(2-chloro-phenyl)-1H-imidazole-4-carbonyl]-amino}-benzoic acid methyl ester). As a reaction SMILES: Cl[C:2]1[CH:9]=[CH:8][CH:7]=[CH:6][C:3]=1[CH:4]=[O:5].C1(C=O)CCCCC1.[C:18]12([O:28][CH2:29][C:30]3[NH:34][C:33]([C:35]4[CH:40]=[CH:39][CH:38]=[CH:37][C:36]=4[Cl:41])=[N:32][C:31]=3[C:42](O)=[O:43])[CH2:27][CH:22]3[CH2:23][CH:24]([CH2:26][CH:20]([CH2:21]3)[CH2:19]1)[CH2:25]2.[CH3:45][O:46][C:47](=[O:55])[C:48]1[CH:53]=[CH:52][CH:51]=[C:50]([NH2:54])[CH:49]=1>>[CH2:4]([O:5][C:42]([C:31]1[N:32]=[C:33]([C:35]2[CH:40]=[CH:39][CH:38]=[CH:37][C:36]=2[Cl:41])[NH:34][C:30]=1[CH2:29][O:28][C:18]12[CH2:19][CH:20]3[CH2:21][CH:22]([CH2:23][CH:24]([CH2:26]3)[CH2:25]1)[CH2:27]2)=[O:43])[C:3]1[CH:6]=[CH:7][CH:8]=[CH:9][CH:2]=1.[CH3:45][O:46][C:47](=[O:55])[C:48]1[CH:53]=[CH:52][CH:51]=[C:50]([NH:54][C:42]([C:31]2[N:32]=[C:33]([C:35]3[CH:40]=[CH:39][CH:38]=[CH:37][C:36]=3[Cl:41])[NH:34][C:30]=2[CH2:29][O:28][C:18]23[CH2:27][CH:22]4[CH2:23][CH:24]([CH2:26][CH:20]([CH2:21]4)[CH2:19]2)[CH2:25]3)=[O:43])[CH:49]=1. Reported procedure: 5-(Adamantan-1-yloxymethyl)-2-(2-chloro-phenyl)-1H-imidazole-4-carboxylic acid benzyl ester was prepared according to the procedure of Example 216, steps a, b, c and d with the modification that 2-chloro-benzaldehyde was used in step d instead of cyclohexanecarboxaldehyde. The benzyl ester was hydrolysed according to the procedure of Example 211, step b and the resulting 5-(adamantan-1-yloxymethyl)-2-(2-chloro-phenyl)-1H-imidazole-4-carboxylic acid was reacted with 3-amino-benzoic acid methyl es... The reactants are O=C([O-])[O-], CN1C(=O)CCC2(C)c3ccc(S)cc3CCC12, CN(C)C=O, CCOC(C)=O, COc1ccc(-c2c(-c3ccccc3)c(Cl)nc3ccccc23)cc1, [K+], [K+]. Yields the product COc1ccc(-c2c(-c3ccccc3)c(Sc3ccc4c(c3)CCC3N(C)C(=O)CCC43C)nc3ccccc23)cc1. Reaction SMILES: [C:19](=[O:20])([O-:21])[O-:22].[CH3:1][N:2]1[C:3](=[O:18])[CH2:4][CH2:5][C:6]2([CH3:17])[c:7]3[c:8]([cH:12][c:13]([SH:16])[cH:14][cH:15]3)[CH2:9][CH2:10][CH:11]12.[CH3:50][N:51]([CH3:52])[CH:53]=[O:54].[CH3:55][CH2:56][O:57][C:58](=[O:59])[CH3:60].[Cl:25][c:26]1[n:27][c:28]2[cH:29][cH:30][cH:31][cH:32][c:33]2[c:34](-[c:42]2[cH:43][cH:44][c:45]([O:48][CH3:49])[cH:46][cH:47]2)[c:35]1-[c:36]1[cH:37][cH:38][cH:39][cH:40][cH:41]1.[K+:23].[K+:24]>>[CH3:1][N:2]1[C:3](=[O:18])[CH2:4][CH2:5][C:6]2([CH3:17])[c:7]3[c:8]([cH:12][c:13]([S:16][c:26]4[n:27][c:28]5[cH:29][cH:30][cH:31][cH:32][c:33]5[c:34](-[c:42]5[cH:43][cH:44][c:45]([O:48][CH3:49])[cH:46][cH:47]5)[c:35]4-[c:36]4[cH:37][cH:38][cH:39][cH:40][cH:41]4)[cH:14][cH:15]3)[CH2:9][CH2:10][CH:11]12.